Dataset: the Open Reaction Database (ORD), a public repository of structured organic reaction records. Task: describe an organic reaction: reactants, conditions, products, and yield The reactants are CC(C)(C)O, Clc1ccc(Cl)nn1, [H-], CC(C)(N)CCO, [Na+], c1ccccc1. Yields the product CC(C)(N)CCOc1ccc(Cl)nn1. Reaction SMILES: [C:24]([OH:25])([CH3:26])([CH3:27])[CH3:28].[Cl:3][c:4]1[n:5][n:6][c:7]([Cl:10])[cH:8][cH:9]1.[H-:1].[NH2:11][C:12]([CH2:13][CH2:14][OH:15])([CH3:16])[CH3:17].[Na+:2].[cH:18]1[cH:19][cH:20][cH:21][cH:22][cH:23]1>>[Cl:3][c:4]1[n:5][n:6][c:7]([O:15][CH2:14][CH2:13][C:12]([NH2:11])([CH3:16])[CH3:17])[cH:8][cH:9]1. Starting materials: Cl (hydrochloric acid), NC(=O)C1(CN(C1)C(=O)OC(C)(C)C)N(C)CC=1C=C2C(=NC=NC2=CC1OC)NC1=C(C(=CC=C1)Cl)F (tert-butyl 3-(aminocarbonyl)-3-[({4-[(3-chloro-2-fluorophenyl)amino]-7-methoxyquinazolin-6-yl}methyl)(methyl)amino]azetidine-1-carboxylate). Solvent: O1CCOCC1 (1,4-dioxan), O1CCOCC1 (1,4-dioxan). Run at time 8 hour. Yields the product hydrochloride salt, ClC=1C(=C(C=CC1)NC1=NC=NC2=CC(=C(C=C12)CN(C1(CNC1)C(=O)N)C)OC)F (3-[({4-[(3-chloro-2-fluorophenyl)amino]-7-methoxyquinazolin-6-yl}methyl)(methyl)amino]azetidine-3-carboxamide). Isolated yield 132.5%. Reaction SMILES: Cl.[NH2:2][C:3]([C:5]1([N:16]([CH2:18][C:19]2[CH:20]=[C:21]3[C:26](=[CH:27][C:28]=2[O:29][CH3:30])[N:25]=[CH:24][N:23]=[C:22]3[NH:31][C:32]2[CH:37]=[CH:36][CH:35]=[C:34]([Cl:38])[C:33]=2[F:39])[CH3:17])[CH2:8][N:7](C(OC(C)(C)C)=O)[CH2:6]1)=[O:4]>O1CCOCC1>[Cl:38][C:34]1[C:33]([F:39])=[C:32]([NH:31][C:22]2[C:21]3[C:26](=[CH:27][C:28]([O:29][CH3:30])=[C:19]([CH2:18][N:16]([CH3:17])[C:5]4([C:3]([NH2:2])=[O:4])[CH2:8][NH:7][CH2:6]4)[CH:20]=3)[N:25]=[CH:24][N:23]=2)[CH:37]=[CH:36][CH:35]=1. Procedure details: A solution of concentrated hydrochloric acid (5 ml) in 1,4-dioxan (25 ml) was added dropwise to a solution of tert-butyl 3-(aminocarbonyl)-3-[({4-[(3-chloro-2-fluorophenyl)amino]-7-methoxyquinazolin-6-yl}methyl)(methyl)amino]azetidine-1-carboxylate (303 mg, 0.56 mmol) in 1,4-dioxan (6 ml). The reaction mixture was stirred overnight, then concentrated under reduced pressure. The residues were triturated with a mixture of methanol/dichloromethane/diethylether to give the hydrochloride salt of 3-[(...